Dataset: the Open Reaction Database (ORD), a public repository of structured organic reaction records. Task: describe an organic reaction: reactants, conditions, products, and yield Reactants: Cc1cc([N+](=O)[O-])ccc1N1CCCCOC1=O, [H][H], C1CCOC1. Yields the product Cc1cc(N)ccc1N1CCCCOC1=O. As a reaction SMILES: [CH3:1][c:2]1[c:3]([N:11]2[C:12](=[O:18])[O:13][CH2:14][CH2:15][CH2:16][CH2:17]2)[cH:4][cH:5][c:6]([N+:8]([O-:9])=[O:10])[cH:7]1.[H:19][H:20].[O:21]1[CH2:22][CH2:23][CH2:24][CH2:25]1>>[CH3:1][c:2]1[c:3]([N:11]2[C:12](=[O:18])[O:13][CH2:14][CH2:15][CH2:16][CH2:17]2)[cH:4][cH:5][c:6]([NH2:8])[cH:7]1. Reactants: BrC1=NC=C(C=C1)C (2-bromo-5-methylpyridine), C1=CC(=CC(=C1)Cl)C(=O)OO (mCPBA). Solvent: [OH-].[Na+] (sodium hydroxide), [OH-].[Na+] (sodium hydroxide), ClCCl (dichloromethane). Reaction conditions: temperature 30 celsius, time 8 hour. Yields the product BrC1=[N+](C=C(C=C1)C)[O-] (2-Bromo-5-methylpyridine 1-oxide). RXN SMILES: [Br:1][C:2]1[CH:7]=[CH:6][C:5]([CH3:8])=[CH:4][N:3]=1.C1C=C(Cl)C=C(C(OO)=[O:17])C=1>ClCCl.[OH-].[Na+]>[Br:1][C:2]1[CH:7]=[CH:6][C:5]([CH3:8])=[CH:4][N+:3]=1[O-:17] |f:3.4|. Procedure details: Into a round-bottom flask, was placed a solution of 2-bromo-5-methylpyridine (10.0 g, 58.1 mmol, 1.00 equiv) in dichloromethane (250 mL). mCPBA (15.0 g, 86.9 mmol, 1.50 equiv) was added in several batches at room temperature. The resulting solution was stirred overnight at 30° C., then diluted with 50 mL of 2N sodium hydroxide (aq.). The pH value of the solution was adjusted to 10 with 2N sodium hydroxide (aq.). The aqueous phase was extracted with 3×100 mL of dichloromethane and the combined or... Reactants: CC(=O)O[BH-](OC(C)=O)OC(C)=O, C1CCOC1, [Na+], O=Cc1ccc2c(c1)C(=O)c1cccc(O)c1-2. The product is O=C1c2cc(CO)ccc2-c2c(O)cccc21. Reaction SMILES: [C:18]([O:19][BH-:20]([O:21][C:22](=[O:23])[CH3:24])[O:25][C:26](=[O:27])[CH3:28])(=[O:29])[CH3:30].[CH2:32]1[O:33][CH2:34][CH2:35][CH2:36]1.[Na+:31].[OH:1][c:2]1[cH:3][cH:4][cH:5][c:6]2[c:14]1-[c:13]1[c:8]([cH:9][c:10]([CH:15]=[O:16])[cH:11][cH:12]1)[C:7]2=[O:17]>>[OH:1][c:2]1[cH:3][cH:4][cH:5][c:6]2[c:14]1-[c:13]1[c:8]([cH:9][c:10]([CH2:15][OH:16])[cH:11][cH:12]1)[C:7]2=[O:17]. Starting materials: CC(C(=O)NC1=CC(=CC=C1)C1CCNCC1)C (2-methyl-N-[3-(4-piperidinyl)phenyl]propanamide), ClCC[C@@H](C1=CC=CC=C1)OC1(CC=CC=C1)OC1=CC=CC=C1 (4-{[(1S)-3-chloro-1-phenylpropyl]oxy}-(4-phenoxy)benzene), C([O-])([O-])=O.[K+].[K+] (potassium carbonate), [I-].[Na+] (sodium iodide). The solvent is CN(C)C=O (DMF), O (water). Product: CC(C(=O)NC1=CC(=CC=C1)C1CCN(CC1)CC[C@@H](C1=CC=CC=C1)OC1=CC=C(C=C1)OC1=CC=CC=C1)C (2-METHYL-N-(3-{1-[(3S)-3-(4-PHENOXYPHENOXY)-3-PHENYLPROPYL]-4-PIPERIDINYL}PHENYL)PROPANAMIDE). The yield is 149.4%. As a reaction SMILES: [CH3:1][CH:2]([CH3:18])[C:3]([NH:5][C:6]1[CH:11]=[CH:10][CH:9]=[C:8]([CH:12]2[CH2:17][CH2:16][NH:15][CH2:14][CH2:13]2)[CH:7]=1)=[O:4].Cl[CH2:20][CH2:21][C@H:22]([O:29][C:30]1(OC2C=CC=CC=2)[CH:35]=[CH:34][CH:33]=[CH:32][CH2:31]1)[C:23]1[CH:28]=[CH:27][CH:26]=[CH:25][CH:24]=1.[C:43](=[O:46])([O-])[O-].[K+].[K+].[I-].[Na+]>CN(C=O)C.O>[CH3:1][CH:2]([CH3:18])[C:3]([NH:5][C:6]1[CH:11]=[CH:10][CH:9]=[C:8]([CH:12]2[CH2:17][CH2:16][N:15]([CH2:20][CH2:21][C@H:22]([O:29][C:30]3[CH:31]=[CH:32][C:33]([O:46][C:43]4[CH:10]=[CH:11][CH:6]=[CH:7][CH:8]=4)=[CH:34][CH:35]=3)[C:23]3[CH:24]=[CH:25][CH:26]=[CH:27][CH:28]=3)[CH2:14][CH2:13]2)[CH:7]=1)=[O:4] |f:2.3.4,5.6|. Reported procedure: A mixture of 2-methyl-N-[3-(4-piperidinyl)phenyl]propanamide (65.5 mg, 0.266 mmol), 4-{[(1S)-3-chloro-1-phenylpropyl]oxy}-(4-phenoxy)benzene (0.100 mg, 0.296 mmol), potassium carbonate (40.9 mg, 0.296 mmol) and sodium iodide (67.0 mg, 0.444 mmol) in DMF (1.0 mL) at 100° C. for 3 hours. The reaction mixture was poured into water (50 mL) and the aqueous layer was extracted with methylene chloride (3×30 mL). The combined organic extracts were washed with brine (30 mL), dried over MgSO4 and concentr...